From a dataset of the Open Reaction Database (ORD), a public repository of structured organic reaction records. describe an organic reaction: reactants, conditions, products, and yield The reactants are C[Sn](C1=NC=C(C(=O)OC)C=C1)(C)C (methyl 6-(trimethylstannyl)nicotinate), C[Sn](C1=NC=C(C(=O)OC)C=C1)(C)C (Methyl 6-(trimethylstannyl)nicotinate), bis(triphenyl phosphine)pallalladium, BrC1=C(C=C(C=C1)C=1OC(=NN1)C)C (2-(4-bromo-3-methylphenyl)-5-methyl-1,3,4-oxadiazole). The reagents and catalysts are [Pd](Cl)Cl.C1(=CC=CC=C1)P(C1=CC=CC=C1)C1=CC=CC=C1.C1(=CC=CC=C1)P(C1=CC=CC=C1)C1=CC=CC=C1 (bis(triphenylphosphine) palladium (II) chloride). Run in C1(=CC=CC=C1)C (toluene), C1(=CC=CC=C1)C (toluene). Conditions: time 2 hour. The product is CC1=C(C=CC(=C1)C=1OC(=NN1)C)C1=NC=C(C(=O)OC)C=C1 (Methyl 6-[2-methyl-4-(5-methyl-1,3,4-oxadiazol-2-yl)phenyl]nicotinate). Yield: 54.3%. Reaction SMILES: C[Sn](C)(C)[C:3]1[CH:12]=[CH:11][C:6]([C:7]([O:9][CH3:10])=[O:8])=[CH:5][N:4]=1.Br[C:16]1[CH:21]=[CH:20][C:19]([C:22]2[O:23][C:24]([CH3:27])=[N:25][N:26]=2)=[CH:18][C:17]=1[CH3:28]>C1(C)C=CC=CC=1.[Pd](Cl)Cl.C1(P(C2C=CC=CC=2)C2C=CC=CC=2)C=CC=CC=1.C1(P(C2C=CC=CC=2)C2C=CC=CC=2)C=CC=CC=1>[CH3:28][C:17]1[CH:18]=[C:19]([C:22]2[O:23][C:24]([CH3:27])=[N:25][N:26]=2)[CH:20]=[CH:21][C:16]=1[C:3]1[CH:12]=[CH:11][C:6]([C:7]([O:9][CH3:10])=[O:8])=[CH:5][N:4]=1 |f:3.4.5|. Reported procedure: Methyl 6-(trimethylstannyl)nicotinate (D11, 0.300 g, 1.00 mmol) was dissolved in dry toluene (15 ml) and was treated with 2-(4-bromo-3-methylphenyl)-5-methyl-1,3,4-oxadiazole (EP 0533268A1) (0.211 g, 0.834 mmol). The mixture was flushed with argon and bis(triphenyl phosphine)pallalladium (II) chloride (0.029 g, 0.042 mmol) was added. The mixture was then heated to reflux under argon. After 2 h, further methyl 6-(trimethylstannyl)nicotinate (0.030 g, 0.100 mmol) in toluene (2 ml) and bis(tripheny...